From a dataset of the Open Reaction Database (ORD), a public repository of structured organic reaction records. describe an organic reaction: reactants, conditions, products, and yield The reactants are C(C)(C)(C)C1=NC2=C(N1CC1CCOCC1)C=CC(=C2)S(=O)(=O)Cl (2-tert-Butyl-1-(tetrahydro-2H-pyran-4-ylmethyl)-1H-benzimidazole-5-sulfonyl chloride), C(C)NCC (diethylamine). The reagents and catalysts are CN(C)C=1C=CN=CC1 (DMAP). The solvent is CC#N (MeCN), CCOC(=O)C (EtOAc). Run at time 8 hour. Yields the product C(C)(C)(C)C1=NC2=C(N1CC1CCOCC1)C=CC(=C2)S(=O)(=O)N(CC)CC (2-tert-butyl-N,N-diethyl-1-(tetrahydro-2H-pyran-4-ylmethyl)-1H-benzimidazole-5-sulfonamide). The yield is 30.5%. As a reaction SMILES: [C:1]([C:5]1[N:9]([CH2:10][CH:11]2[CH2:16][CH2:15][O:14][CH2:13][CH2:12]2)[C:8]2[CH:17]=[CH:18][C:19]([S:21](Cl)(=[O:23])=[O:22])=[CH:20][C:7]=2[N:6]=1)([CH3:4])([CH3:3])[CH3:2].[CH2:25]([NH:27][CH2:28][CH3:29])[CH3:26]>CN(C1C=CN=CC=1)C.CC#N.CCOC(C)=O>[C:1]([C:5]1[N:9]([CH2:10][CH:11]2[CH2:16][CH2:15][O:14][CH2:13][CH2:12]2)[C:8]2[CH:17]=[CH:18][C:19]([S:21]([N:27]([CH2:28][CH3:29])[CH2:25][CH3:26])(=[O:23])=[O:22])=[CH:20][C:7]=2[N:6]=1)([CH3:4])([CH3:3])[CH3:2]. Procedure: 2-tert-Butyl-1-(tetrahydro-2H-pyran-4-ylmethyl)-1H-benzimidazole-5-sulfonyl chloride (61.2 mg, 0.165 mmol) (see following Steps B, C, D, E, F, G and H for preparation), was added to a solution of diethylamine (0.2 mL, 1.93 mmol) and DMAP (50 mg, 0.41 mmol) in MeCN (5 mL). The reaction mixture was stirred overnight at room temperature, diluted with EtOAc (60 mL), washed with NH4Cl (2×5 mL), NaCl (2×5 mL) and dried over Na2SO4. The crude product was purified by MPLC using Hex/EtOAc (1:1) on silica...